From a dataset of the Open Reaction Database (ORD), a public repository of structured organic reaction records. describe an organic reaction: reactants, conditions, products, and yield Starting materials: NC1=C(C=C(C=N1)C=1C=NN(C1)[C@H]1C[C@H](NC1)C(=O)O)C=1N=CC2=C(C=CC(=C2C1)Cl)F ((2S,4S)-4-{4-[6-amino-5-(5-chloro-8-fluoroisoquinolin-3-yl)-pyridin-3-yl]-pyrazol-1-yl}-pyrrolidine-2-carboxylic acid), C(Cl)Cl (DCM), Cl.CNC (dimethylamine hydrochloride), CCN(C(C)C)C(C)C (DIPEA), CN(C)C(=[N+](C)C)ON1C2=C(C=CC=C2)N=N1.[B-](F)(F)(F)F (TBTU). Run at time 1 minute. Yields the product CN(C(=O)[C@H]1NC[C@H](C1)N1N=CC(=C1)C=1C=NC(=C(C1)C=1N=CC2=C(C=CC(=C2C1)Cl)F)N)C ((2S,4S)-4-{4-[6-Amino-5-(5-chloro-8-fluoroisoquinolin-3-yl)-pyridin-3-yl]-pyrazol-1-yl}-pyrrolidine-2-carboxylic acid dimethylamide). Reaction SMILES: [NH2:1][C:2]1[N:7]=[CH:6][C:5]([C:8]2[CH:9]=[N:10][N:11]([C@@H:13]3[CH2:17][NH:16][C@H:15]([C:18]([OH:20])=O)[CH2:14]3)[CH:12]=2)=[CH:4][C:3]=1[C:21]1[N:22]=[CH:23][C:24]2[C:29]([CH:30]=1)=[C:28]([Cl:31])[CH:27]=[CH:26][C:25]=2[F:32].C(Cl)Cl.Cl.[CH3:37][NH:38][CH3:39].CCN(C(C)C)C(C)C.CN(C(ON1N=NC2C=CC=CC1=2)=[N+](C)C)C.[B-](F)(F)(F)F>>[CH3:37][N:38]([CH3:39])[C:18]([C@@H:15]1[CH2:14][C@H:13]([N:11]2[CH:12]=[C:8]([C:5]3[CH:6]=[N:7][C:2]([NH2:1])=[C:3]([C:21]4[N:22]=[CH:23][C:24]5[C:29]([CH:30]=4)=[C:28]([Cl:31])[CH:27]=[CH:26][C:25]=5[F:32])[CH:4]=3)[CH:9]=[N:10]2)[CH2:17][NH:16]1)=[O:20] |f:2.3,5.6|. Procedure: To a solution of (2S,4S)-4-{4-[6-amino-5-(5-chloro-8-fluoroisoquinolin-3-yl)-pyridin-3-yl]-pyrazol-1-yl}-pyrrolidine-2-carboxylic acid (5.00 mg, 0.00889 mmol) in DCM (2 mL, 0.02 mol) was added dimethylamine hydrochloride (20 mg, 0.2 mmol) and DIPEA (0.2 mL, 1.0 mmol), and stirred for 1 min. TBTU (5.71 mg, 0.0178 mmol) was then added, and the solution was stirred at rt for 10 min. The material was transferred to a separatory funnel. The organic layer was washed with water, and concentrated in vac... Reactants: BrC1=CC=C(CN2C=CC3=CC(=CC=C23)C(=O)O)C=C1 (1-(4-bromobenzyl)-1H-indole-5-carboxylic acid), Cl.[N+](=O)([O-])C1=CC=C(C=C1)[C@H](C)N ((S)-1-(4-nitrophenyl)ethanamine hydrochloride), CCN(C(C)C)C(C)C (DIEA), C=1C=CC2=C(C1)N=NN2O (HOBt), C(CCl)Cl (EDC). The solvent is CCOC(=O)C (AcOEt), CN(C)C=O (DMF). Run at time 4 hour. Product: BrC1=CC=C(CN2C=CC3=CC(=CC=C23)C(=O)N[C@@H](C)C2=CC=C(C=C2)[N+](=O)[O-])C=C1 ((S)-1-(4-Bromobenzyl)-N-(1-(4-nitrophenyl)ethyl)-1H-indole-5-carboxamide). Yield: 87.1%. As a reaction SMILES: [Br:1][C:2]1[CH:20]=[CH:19][C:5]([CH2:6][N:7]2[C:15]3[C:10](=[CH:11][C:12]([C:16]([OH:18])=O)=[CH:13][CH:14]=3)[CH:9]=[CH:8]2)=[CH:4][CH:3]=1.Cl.[N+:22]([C:25]1[CH:30]=[CH:29][C:28]([C@@H:31]([NH2:33])[CH3:32])=[CH:27][CH:26]=1)([O-:24])=[O:23].CCN(C(C)C)C(C)C.C1C=CC2N(O)N=NC=2C=1.C(Cl)CCl>CN(C=O)C.CCOC(C)=O>[Br:1][C:2]1[CH:3]=[CH:4][C:5]([CH2:6][N:7]2[C:15]3[C:10](=[CH:11][C:12]([C:16]([NH:33][C@H:31]([C:28]4[CH:27]=[CH:26][C:25]([N+:22]([O-:24])=[O:23])=[CH:30][CH:29]=4)[CH3:32])=[O:18])=[CH:13][CH:14]=3)[CH:9]=[CH:8]2)=[CH:19][CH:20]=1 |f:1.2|. Procedure details: To a solution of 1-(4-bromobenzyl)-1H-indole-5-carboxylic acid (1.03 g, 3.1 mmol, 1 equiv) in DMF (30 mL) were added the (S)-1-(4-nitrophenyl)ethanamine hydrochloride (695 mg, 3.4 mmol, 1.1 equiv), DIEA (600 μL, 3.4 mmol, 1.1 equiv), HOBt (525 mg, 3.4 mmol, 1.1 equiv) and EDC (658 mg, 3.4 mmol, 1.1 equiv). After stirring 4 h at room temperature, the mixture was diluted with AcOEt and washed with a 0.5 N HCl aqueous solution, a saturated NaHCO3 solution and brine, dried over MgSO4 and concentrate... Reported procedure: Eleven and one-tenth grams of N-allyl-N-benzyl dichloroacetamide was dissolved in 12 ml. of diglyme and 1 g. of anhydrous ferrous chloride added. The mixture was heated at reflux under nitrogen until conversion to the pyrrolidinone was complete as indicated by GLPC. The mixture was diluted with methylene chloride, washed with 5 percent hydrochloric acid, separated, dried over anhydrous magnesium sulfate, treated with activated carbon and Florisil and stripped under vacuum. Yield was 6 g. of the ... The reactants are C(C=C)N(C(C(Cl)Cl)=O)CC1=CC=CC=C1 (N-allyl-N-benzyl dichloroacetamide), N1C(CCC1)=O (pyrrolidinone), C(Cl)Cl (methylene chloride), COCCOCCOC (diglyme), ferrous chloride. Reaction SMILES: [CH2:1]([N:4]([CH2:10][C:11]1[CH:16]=[CH:15][CH:14]=[CH:13][CH:12]=1)[C:5](=[O:9])[CH:6](Cl)[Cl:7])[CH:2]=[CH2:3].COCCOCCOC.N1CCCC1=O.C(Cl)[Cl:33]>>[CH2:10]([N:4]1[CH2:1][CH:2]([CH2:3][Cl:33])[CH:6]([Cl:7])[C:5]1=[O:9])[C:11]1[CH:16]=[CH:15][CH:14]=[CH:13][CH:12]=1. The product is C(C1=CC=CC=C1)N1C(C(C(C1)CCl)Cl)=O (N-benzyl-3-chloro-4-chloromethyl-2-pyrrolidinone). Reactants: NC1=C(C#N)C=CC=C1 (2-aminobenzonitrile), C(C1=CC=CC=C1)[Mg]Cl (benzylmagnesium chloride), [OH-].[Na+] (sodium hydroxide), Cl (hydrochloric acid). The solvent is C(C)OCC (diethyl ether). Run at time 1 hour. Product: NC1=C(C=CC=C1)C(CC1=CC=CC=C1)=O (1-(2-aminophenyl)-2-phenyl-1-ethanone). Reaction SMILES: [NH2:1][C:2]1[CH:9]=[CH:8][CH:7]=[CH:6][C:3]=1[C:4]#N.[CH2:10]([Mg]Cl)[C:11]1[CH:16]=[CH:15][CH:14]=[CH:13][CH:12]=1.Cl.[OH-:20].[Na+]>C(OCC)C>[NH2:1][C:2]1[CH:9]=[CH:8][CH:7]=[CH:6][C:3]=1[C:4](=[O:20])[CH2:10][C:11]1[CH:16]=[CH:15][CH:14]=[CH:13][CH:12]=1 |f:3.4|. Procedure: A solution of 2-aminobenzonitrile (4.25 g, 36 mmol) in anhydrous diethyl ether (40 ml) at 0° C. is treated under argon with benzylmagnesium chloride (2M in tetrahydrofuran; 50 ml; 100 mmol). The reaction medium is maintained under agitation for 1 hour at ambient temperature, then hydrolyzed at 0° C. by adding hydrochloric acid at 10%, agitated for 1 hour, and neutralized with sodium hydroxide. The resulting mixture is extracted with ethyl acetate. The combined extracts are washed with water and ... Reactants: Cc1ccc(-c2ccc(C#N)o2)cc1, CCO, Cl, [K+], NO, [OH-]. Product: Cc1ccc(-c2ccc(C(N)=NO)o2)cc1. RXN SMILES: [CH3:1][c:2]1[cH:3][cH:4][c:5](-[c:8]2[cH:9][cH:10][c:11]([C:13]#[N:14])[o:12]2)[cH:6][cH:7]1.[CH3:20][CH2:21][OH:22].[ClH:15].[K+:19].[NH2:16][OH:17].[OH-:18]>>[CH3:1][c:2]1[cH:3][cH:4][c:5](-[c:8]2[cH:9][cH:10][c:11]([C:13]([NH2:14])=[N:16][OH:17])[o:12]2)[cH:6][cH:7]1.